From a dataset of the Open Reaction Database (ORD), a public repository of structured organic reaction records. describe an organic reaction: reactants, conditions, products, and yield The reactants are CCOC(C)=O, CN1C(=O)C(Cl)(c2ccc(O)cc2)Sc2ccccc21, C1CCOC1, O. Yields the product CN1C(=O)C(O)(c2ccc(O)cc2)Sc2ccccc21. RXN SMILES: [CH3:21][CH2:22][O:23][C:24](=[O:25])[CH3:26].[Cl:1][C:2]1([c:14]2[cH:15][cH:16][c:17]([OH:20])[cH:18][cH:19]2)[S:3][c:4]2[c:5]([cH:10][cH:11][cH:12][cH:13]2)[N:6]([CH3:9])[C:7]1=[O:8].[O:27]1[CH2:28][CH2:29][CH2:30][CH2:31]1.[OH2:32]>>[C:2]1([c:14]2[cH:15][cH:16][c:17]([OH:20])[cH:18][cH:19]2)([OH:23])[S:3][c:4]2[c:5]([cH:10][cH:11][cH:12][cH:13]2)[N:6]([CH3:9])[C:7]1=[O:8]. Reactants: C(C)OC(NN=CC=1N=C(NC1)CC1=CC=CC=C1)=O (3-[(2-benzyl-4-imidazolyl)methylene]carbazic acid ethyl ester), C1(=CC=CC=C1)OC1=CC=CC=C1 (diphenyl ether). The product is C(C1=CC=CC=C1)C1=NC=C2N1C(NN=C2)=O (6-Benzyl-imidazo[1,5-d]-as-triazin-4(3H)-one). As a reaction SMILES: C([O:3][C:4](=O)[NH:5][N:6]=[CH:7][C:8]1[N:9]=[C:10]([CH2:13][C:14]2[CH:19]=[CH:18][CH:17]=[CH:16][CH:15]=2)[NH:11][CH:12]=1)C.C1(OC2C=CC=CC=2)C=CC=CC=1>>[CH2:13]([C:10]1[N:9]2[C:4](=[O:3])[NH:5][N:6]=[CH:7][C:8]2=[CH:12][N:11]=1)[C:14]1[CH:19]=[CH:18][CH:17]=[CH:16][CH:15]=1. Procedure: A 7.0 gm. portion of 3-[(2-benzyl-4-imidazolyl)methylene]carbazic acid ethyl ester in 50 ml. of diphenyl ether is reacted as described in Example 70 giving the desired product as white crystals. m.p. 215°-217° C. The reactants are CNc1ncnc2c1ncn2C=Cc1cc(NC(=O)c2cccc(C(F)(F)F)c2)ccc1C, CO. Yields the product CNc1ncnc2c1ncn2CCc1cc(NC(=O)c2cccc(C(F)(F)F)c2)ccc1C. As a reaction SMILES: [CH3:1][c:2]1[c:3]([CH:21]=[CH:22][n:23]2[c:24]3[n:25][cH:26][n:27][c:28]([NH:32][CH3:33])[c:29]3[n:30][cH:31]2)[cH:4][c:5]([NH:8][C:9]([c:10]2[cH:11][c:12]([C:16]([F:17])([F:18])[F:19])[cH:13][cH:14][cH:15]2)=[O:20])[cH:6][cH:7]1.[CH3:34][OH:35]>>[CH3:1][c:2]1[c:3]([CH2:21][CH2:22][n:23]2[c:24]3[n:25][cH:26][n:27][c:28]([NH:32][CH3:33])[c:29]3[n:30][cH:31]2)[cH:4][c:5]([NH:8][C:9]([c:10]2[cH:11][c:12]([C:16]([F:17])([F:18])[F:19])[cH:13][cH:14][cH:15]2)=[O:20])[cH:6][cH:7]1. Starting materials: O (water), COC=1C=C2CCCC(C2=CC1)=O (6-methoxy-1-tetralone), Cl.COC1=CC=C(C=C1)NN (p-methoxyphenylhydrazine-hydrochloride), Cl (hydrochloric acid). Solvent: C(C)O (ethanol), C(C)O (ethanol). The product is COC1=CC2=C(C=3NC4=CC=C(C=C4C3CC2)OC)C=C1 (6,11-dihydro-3,8-dimethoxy-5H-benzo[a]carbazole). Isolated yield 74.0%. RXN SMILES: [CH3:1][O:2][C:3]1[CH:4]=[C:5]2[C:10](=[CH:11][CH:12]=1)[C:9](=O)[CH2:8][CH2:7][CH2:6]2.Cl.[CH3:15][O:16][C:17]1[CH:22]=[CH:21][C:20]([NH:23]N)=[CH:19][CH:18]=1.Cl.O>C(O)C>[CH3:1][O:2][C:3]1[CH:12]=[CH:11][C:10]2[C:9]3[NH:23][C:20]4[C:21]([C:8]=3[CH2:7][CH2:6][C:5]=2[CH:4]=1)=[CH:22][C:17]([O:16][CH3:15])=[CH:18][CH:19]=4 |f:1.2|. Reported procedure: 10.0 g (57 mmol) of 6-methoxy-1-tetralone in 125 ml of ethanol is added in drops within 35 minutes to a boiling solution of 10.0 g (57 mmol) of p-methoxyphenylhydrazine-hydrochloride and 5.0 ml of concentrated hydrochloric acid in 180 ml of ethanol. Then, it is refluxed for 5 hours. After 370 ml of hot water is added, it is allowed to cool. The almost colorless reaction product is suctioned off and recrystallized from ethanol. Yield 74%, melting point 189-191° C. Reactants: CCNC(=O)Nc1nc(C)c(-c2cccc([N+](=O)[O-])c2)s1, C1CCOC1, CCOC(C)=O, [H][H]. Yields the product CCNC(=O)Nc1nc(C)c(-c2cccc(N)c2)s1. RXN SMILES: [CH2:1]([CH3:2])[NH:3][C:4](=[O:5])[NH:6][c:7]1[s:8][c:9](-[c:13]2[cH:14][c:15]([N+:19]([O-:20])=[O:21])[cH:16][cH:17][cH:18]2)[c:10]([CH3:12])[n:11]1.[CH2:24]1[O:25][CH2:26][CH2:27][CH2:28]1.[CH3:29][CH2:30][O:31][C:32]([CH3:33])=[O:34].[H:22][H:23]>>[CH2:1]([CH3:2])[NH:3][C:4](=[O:5])[NH:6][c:7]1[s:8][c:9](-[c:13]2[cH:14][c:15]([NH2:19])[cH:16][cH:17][cH:18]2)[c:10]([CH3:12])[n:11]1. Starting materials: C1(=CC=CC=C1)P(C1=CC=CC=C1)C1=CC=CC=C1 (triphenylphosphine), ClC=1C=C(C=CC1S(=O)(=O)C)C(C(=O)O)CC1CCCC1 (2-(3-chloro-4-methanesulfonyl-phenyl)-3-cyclopentyl-propionic acid), NC=1SC2=C(N1)C=CC=C2 (2-aminobenzothiazole), N1=CC=CC=C1 (pyridine), BrN1C(CCC1=O)=O (N-bromosuccinimide). Solvent: O (water), C(Cl)Cl (methylene chloride). Conditions: temperature 0 celsius. Yields the product hexanes ethyl acetate, S1C(=NC2=C1C=CC=C2)NC(C(CC2CCCC2)C2=CC(=C(C=C2)S(=O)(=O)C)Cl)=O (N-benzothiazol-2-yl-2-(3-chloro-4-methanesulfonyl-phenyl)-3-cyclopentyl-propionamide). Isolated yield 75.8%. Reaction SMILES: C1(P(C2C=CC=CC=2)C2C=CC=CC=2)C=CC=CC=1.BrN1C(=O)CCC1=O.[Cl:28][C:29]1[CH:30]=[C:31]([CH:39]([CH2:43][CH:44]2[CH2:48][CH2:47][CH2:46][CH2:45]2)[C:40]([OH:42])=O)[CH:32]=[CH:33][C:34]=1[S:35]([CH3:38])(=[O:37])=[O:36].[NH2:49][C:50]1[S:51][C:52]2[CH:58]=[CH:57][CH:56]=[CH:55][C:53]=2[N:54]=1.N1C=CC=CC=1>C(Cl)Cl.O>[S:51]1[C:52]2[CH:58]=[CH:57][CH:56]=[CH:55][C:53]=2[N:54]=[C:50]1[NH:49][C:40](=[O:42])[CH:39]([C:31]1[CH:32]=[CH:33][C:34]([S:35]([CH3:38])(=[O:36])=[O:37])=[C:29]([Cl:28])[CH:30]=1)[CH2:43][CH:44]1[CH2:48][CH2:47][CH2:46][CH2:45]1. Reported procedure: A solution of triphenylphosphine (238 mg, 0.91 mmol) in methylene chloride (6 mL) was cooled to 0° C. and then treated with N-bromosuccinimide (183 mg, 1.03 mmol). The reaction mixture was stirred at 0° C. until it became homogeneous. The resulting light purple reaction mixture was then treated with 2-(3-chloro-4-methanesulfonyl-phenyl)-3-cyclopentyl-propionic acid (prepared as in Example 16, 200 mg, 0.61 mmol). The resulting reaction mixture was stirred at 0° C. for 20 min and then allowed to w... The reactants are IC[C@@H]1C=2C3=C(N=CN=C3SC2CC1)OC1CCC(CC1)N1CCOCC1 ((3S)-3-(iodomethyl)-12-[[4-(morpholin-4-yl)cyclohexyl]oxy]-7-thia-9,11-diazatricyclo[6.4.0.0[2,6]]dodeca-1(12),2(6),8,10-tetraene), C1COCCOCCOCCOCCOCCO1 (18-Crown-6), C([O-])([O-])=O.[K+].[K+] (potassium carbonate), C(#N)CC(=O)OCC (ethyl 2-cyanoacetate). Run in C1=CC=CC=C1 (benzene). Conditions: temperature 80 celsius, time 8 hour. Product: C(#N)C(C(=O)OCC)C[C@@H]1C=2C3=C(N=CN=C3SC2CC1)OC1CCC(CC1)N1CCOCC1 (ethyl 2-cyano-3-[(3R)-12-[[4-(morpholin-4-yl)cyclohexyl]oxy]-7-thia-9,11-diazatricyclo[6.4.0.0[2,6]]dodeca-1(12),2(6),8,10-tetraen-3-yl]propanoate). Yield: 83.3%. Reaction SMILES: I[CH2:2][C@H:3]1[CH2:14][CH2:13][C:12]2[S:11][C:10]3[C:5](=[C:6]([O:15][CH:16]4[CH2:21][CH2:20][CH:19]([N:22]5[CH2:27][CH2:26][O:25][CH2:24][CH2:23]5)[CH2:18][CH2:17]4)[N:7]=[CH:8][N:9]=3)[C:4]1=2.C1OCCOCCOCCOCCOCCOC1.C(=O)([O-])[O-].[K+].[K+].[C:52]([CH2:54][C:55]([O:57][CH2:58][CH3:59])=[O:56])#[N:53]>C1C=CC=CC=1>[C:52]([CH:54]([CH2:2][C@H:3]1[CH2:14][CH2:13][C:12]2[S:11][C:10]3[C:5](=[C:6]([O:15][CH:16]4[CH2:21][CH2:20][CH:19]([N:22]5[CH2:27][CH2:26][O:25][CH2:24][CH2:23]5)[CH2:18][CH2:17]4)[N:7]=[CH:8][N:9]=3)[C:4]1=2)[C:55]([O:57][CH2:58][CH3:59])=[O:56])#[N:53] |f:2.3.4|. Procedure: A mixture of (3S)-3-(iodomethyl)-12-[[4-(morpholin-4-yl)cyclohexyl]oxy]-7-thia-9,11-diazatricyclo[6.4.0.0[2,6]]dodeca-1(12),2(6),8,10-tetraene (287 mg, 0.57 mmol, 1.00 equiv), 18-Crown-6 (190 mg, 0.72 mmol, 1.25 equiv), potassium carbonate (141 mg, 1.02 mmol, 1.78 equiv) and ethyl 2-cyanoacetate (678 mg, 5.99 mmol, 10.43 equiv) in benzene (20 mL) was stirred overnight at 80° C. under nitrogen. After cooling to room temperature, the solvent was removed under vacuum and the residue was purified by...